Dataset: the Open Reaction Database (ORD), a public repository of structured organic reaction records. Task: describe an organic reaction: reactants, conditions, products, and yield Starting materials: CC1(OCC(CO1)(C)C(=O)OCC(C(=O)OCC(C(=O)O)(C)COC(C(C)(COC(=O)C1(COC(OC1)(C)C)C)COC(=O)C1(COC(OC1)(C)C)C)=O)(C)COC(=O)C1(COC(OC1)(C)C)C)C (2,2-bis[({2,2-bis[({(2,2,5-trimethyl-1,3-dioxan-5-yl)carbonyl}oxy)methyl]propanoyl}oxy)methyl]propanoic acid), 1,8-diazabicyclo[5.4.0]undec-7-ene(l,5-5), [N+](=O)([O-])C=1C=C(C(=O)OCCCCCCCCCCCBr)C=C(C1)[N+](=O)[O-] (11-bromoundecyl 3,5-dinitrobenzoate). The product is CC1(OCC(CO1)(C)C(=O)OCC(C(=O)OCC(C(=O)OCCCCCCCCCCCOC(C1=CC(=CC(=C1)[N+](=O)[O-])[N+](=O)[O-])=O)(C)COC(C(C)(COC(=O)C1(COC(OC1)(C)C)C)COC(=O)C1(COC(OC1)(C)C)C)=O)(C)COC(=O)C1(COC(OC1)(C)C)C)C (11-[(3,5-dinitrobenzoyl)oxy]undecyl 2,2-bis[({2,2-bis[({(2,2,5-trimethyl-1,3-dioxan-5-yl)carbonyl}oxy)methyl]propanoyl}oxy)methyl]propanoate). RXN SMILES: [CH3:1][C:2]1([CH3:69])[O:7][CH2:6][C:5]([C:9]([O:11][CH2:12][C:13]([CH2:56][O:57][C:58]([C:60]2([CH3:68])[CH2:65][O:64][C:63]([CH3:67])([CH3:66])[O:62][CH2:61]2)=[O:59])([CH3:55])[C:14]([O:16][CH2:17][C:18]([CH2:23][O:24][C:25](=[O:54])[C:26]([CH2:41][O:42][C:43]([C:45]2([CH3:53])[CH2:50][O:49][C:48]([CH3:52])([CH3:51])[O:47][CH2:46]2)=[O:44])([CH2:28][O:29][C:30]([C:32]2([CH3:40])[CH2:37][O:36][C:35]([CH3:39])([CH3:38])[O:34][CH2:33]2)=[O:31])[CH3:27])([CH3:22])[C:19]([OH:21])=[O:20])=[O:15])=[O:10])([CH3:8])[CH2:4][O:3]1.[N+:70]([C:73]1[CH:74]=[C:75]([CH:91]=[C:92]([N+:94]([O-:96])=[O:95])[CH:93]=1)[C:76]([O:78][CH2:79][CH2:80][CH2:81][CH2:82][CH2:83][CH2:84][CH2:85][CH2:86][CH2:87][CH2:88][CH2:89]Br)=[O:77])([O-:72])=[O:71]>>[CH3:66][C:63]1([CH3:67])[O:64][CH2:65][C:60]([C:58]([O:57][CH2:56][C:13]([CH2:12][O:11][C:9]([C:5]2([CH3:8])[CH2:6][O:7][C:2]([CH3:69])([CH3:1])[O:3][CH2:4]2)=[O:10])([CH3:55])[C:14]([O:16][CH2:17][C:18]([CH2:23][O:24][C:25](=[O:54])[C:26]([CH2:28][O:29][C:30]([C:32]2([CH3:40])[CH2:33][O:34][C:35]([CH3:38])([CH3:39])[O:36][CH2:37]2)=[O:31])([CH2:41][O:42][C:43]([C:45]2([CH3:53])[CH2:50][O:49][C:48]([CH3:51])([CH3:52])[O:47][CH2:46]2)=[O:44])[CH3:27])([CH3:22])[C:19]([O:21][CH2:89][CH2:88][CH2:87][CH2:86][CH2:85][CH2:84][CH2:83][CH2:82][CH2:81][CH2:80][CH2:79][O:78][C:76](=[O:77])[C:75]2[CH:74]=[C:73]([N+:70]([O-:72])=[O:71])[CH:93]=[C:92]([N+:94]([O-:96])=[O:95])[CH:91]=2)=[O:20])=[O:15])=[O:59])([CH3:68])[CH2:61][O:62]1. Procedure: Preparation can be carried out analogously to Example 1 using 10.19 g (9.81 mmol) 2,2-bis[({2,2-bis[({(2,2,5-trimethyl-1,3-dioxan-5-yl)carbonyl}oxy)methyl]propanoyl}oxy)methyl]propanoic acid, 1.494 g (9.81 mmol) 1,8-diazabicyclo[5.4.0]undec-7-ene(l,5-5) (DBU) and 4.81 g (10.79 mmol) 11-bromoundecyl 3,5-dinitrobenzoate, to yield 11-[(3,5-dinitrobenzoyl)oxy]undecyl 2,2-bis[({2,2-bis[({(2,2,5-trimethyl-1,3-dioxan-5-yl)carbonyl}oxy)methyl]propanoyl}oxy)methyl]propanoate. Reactants: OC1=CC=C(C=C1)C1=CC=C(C=C1)C1CCC(O1)=O (Dihydro-5-(4'-hydroxy-4-biphenylyl)-2(3H)-furanone), COC1=CC=C(C=C1)C1=CC=C(C=C1)C(CCC(=O)O)=O (4'-methoxy-γ-oxo-4-biphenylbutyric acid), Br (hydrogen bromide). Yields the product OC1=CC=C(C=C1)C1=CC=C(C=C1)C(CCC(=O)O)=O (4'-hydroxy-γ-oxo-4-biphenylbutyric acid). Reaction SMILES: OC1C=CC(C2C=CC(C3OC(=O)CC3)=CC=2)=CC=1.C[O:21][C:22]1[CH:27]=[CH:26][C:25]([C:28]2[CH:33]=[CH:32][C:31]([C:34](=[O:40])[CH2:35][CH2:36][C:37]([OH:39])=[O:38])=[CH:30][CH:29]=2)=[CH:24][CH:23]=1.Br>>[OH:21][C:22]1[CH:23]=[CH:24][C:25]([C:28]2[CH:33]=[CH:32][C:31]([C:34](=[O:40])[CH2:35][CH2:36][C:37]([OH:39])=[O:38])=[CH:30][CH:29]=2)=[CH:26][CH:27]=1. Reported procedure: The compound Dihydro-5-(4'-hydroxy-4-biphenylyl)-2(3H)-furanone may be prepared by treating 4'-methoxy-γ-oxo-4-biphenylbutyric acid with hydrogen bromide in acid to produce 4'-hydroxy-γ-oxo-4-biphenylbutyric acid. This in turn is treated with sodium borohydride as described above and then purified with organic solvents to produce the desired product. The reactants are NC=1C(=C(C=C(C1)Cl)C=1N=C(N(C1C1=NC(=NC=C1)NCCC#N)COCC[Si](C)(C)C)C1CC1)F (3-(4-(4-(3-amino-5-chloro-2-fluorophenyl)-2-cyclopropyl-1-((2-(trimethylsilyl)ethoxy)methyl)-1H-imidazol-5-yl)pyrimidin-2-ylamino)propanenitrile), Cl (HCl). Solvent: CCO (EtOH). The product is NC=1C(=C(C=C(C1)Cl)C=1N=C(NC1C1=NC(=NC=C1)NCCC#N)C1CC1)F (3-(4-(4-(3-amino-5-chloro-2-fluorophenyl)-2-cyclopropyl-1H-imidazol-5-yl)pyrimidin-2-ylamino)propanenitrile). Isolated yield 75.0%. RXN SMILES: [NH2:1][C:2]1[C:3]([F:36])=[C:4]([C:9]2[N:10]=[C:11]([CH:33]3[CH2:35][CH2:34]3)[N:12](COCC[Si](C)(C)C)[C:13]=2[C:14]2[CH:19]=[CH:18][N:17]=[C:16]([NH:20][CH2:21][CH2:22][C:23]#[N:24])[N:15]=2)[CH:5]=[C:6]([Cl:8])[CH:7]=1.Cl>CCO>[NH2:1][C:2]1[C:3]([F:36])=[C:4]([C:9]2[N:10]=[C:11]([CH:33]3[CH2:35][CH2:34]3)[NH:12][C:13]=2[C:14]2[CH:19]=[CH:18][N:17]=[C:16]([NH:20][CH2:21][CH2:22][C:23]#[N:24])[N:15]=2)[CH:5]=[C:6]([Cl:8])[CH:7]=1. Procedure details: To a solution of 3-(4-(4-(3-amino-5-chloro-2-fluorophenyl)-2-cyclopropyl-1-((2-(trimethylsilyl)ethoxy)methyl)-1H-imidazol-5-yl)pyrimidin-2-ylamino)propanenitrile (0.58 g, 1.1 mmol) in EtOH (10 mL) was added concentrated HCl (1 mL). The resulting reaction was maintained at room temperature for 9 hours after which the reaction mixture was concentrated and partitioned between water (60 mL) and EtOAc (250 mL). The layers were separated and the aqueous portion was neutralized with solid NaHCO3, and t... Starting materials: C(C)(C)(C)OC(=O)N1CC(CCC1)N(C(C1C(C=CC(=C1)OC)(C)C)=O)OCC1OCOC1 (3-(2,2-dimethyl-[dioxolan-4-ylmethoxy)-5-methoxy-benzoylamino]-piperidine-1-carboxylic acid tert-butyl ester), Cl.O1CCOCC1 (HCl dioxane), Cl.OC(COC=1C=C(C(=O)NC2CCNCC2)C=C(C1)OC)CO (rac-3-(2,3-dihydroxy-propoxy)-5-methoxy-N-piperidin-4-yl-benzamide hydrochloride), C(C)OC(C1=CC(=C(C(=C1)OCC)Cl)OCC)=O.ClC1=C(C=C(CN2CCC(CC2)NC(C2=CC(=CC(=C2)OC)CO)=O)C=C1OCC)OCC (N-[1-(4-Chloro-3,5-diethoxy-benzyl)-piperidin-4-yl]-3-hydroxymethyl-5-methoxy-benzamide 4-Chloro-3,5-diethoxy-benzoic acid ethyl ester), C(#N)[BH3-].[Na+] (sodium cyanoborohydride), C(C)N(C(C)C)C(C)C (N-ethyl-diisopropylamine). The solvent is CCO (EtOH), C(C)O (ethanol), C(C)(=O)O (acetic acid). Yields the product ClC1=C(C=C(CN2CCC(CC2)NC(C2=CC(=CC(=C2)OC)OCC(CO)O)=O)C=C1OCC)OCC (rac-N-[1-(4-Chloro-3,5-diethoxy-benzyl)-piperidin-4-yl]-3-(2,3-dihydroxy-propoxy)-5-methoxy-benzamide). As a reaction SMILES: Cl.[OH:2][CH:3]([CH2:23][OH:24])[CH2:4][O:5][C:6]1[CH:7]=[C:8]([CH:18]=[C:19]([O:21][CH3:22])[CH:20]=1)[C:9]([NH:11][CH:12]1[CH2:17][CH2:16][NH:15][CH2:14][CH2:13]1)=[O:10].C(OC(N1CCCC(N(OCC2COCO2)C(=O)C2C=C(OC)C=CC2(C)C)C1)=O)(C)(C)C.Cl.O1CCOCC1.C(O[C:68](=O)[C:69]1[CH:74]=[C:73]([O:75][CH2:76][CH3:77])[C:72]([Cl:78])=[C:71]([O:79][CH2:80][CH3:81])[CH:70]=1)C.ClC1C(OCC)=CC(CN2CCC(NC(=O)C3C=C(OC)C=C(CO)C=3)CC2)=CC=1OCC.C([BH3-])#N.[Na+].C(N(C(C)C)C(C)C)C>CCO.C(O)(=O)C>[Cl:78][C:72]1[C:73]([O:75][CH2:76][CH3:77])=[CH:74][C:69]([CH2:68][N:15]2[CH2:16][CH2:17][CH:12]([NH:11][C:9](=[O:10])[C:8]3[CH:18]=[C:19]([O:21][CH3:22])[CH:20]=[C:6]([O:5][CH2:4][CH:3]([OH:2])[CH2:23][OH:24])[CH:7]=3)[CH2:13][CH2:14]2)=[CH:70][C:71]=1[O:79][CH2:80][CH3:81] |f:0.1,3.4,5.6,7.8|. Reported procedure: In analogy to the procedure described in example 50k), rac-3-(2,3-dihydroxy-propoxy)-5-methoxy-N-piperidin-4-yl-benzamide hydrochloride (prepared from rac-4-[3-(2,2-dimethyl-[dioxolan-4-ylmethoxy)-5-methoxy-benzoylamino]-piperidine-1-carboxylic acid tert-butyl ester (example 175a) by reaction with HCl/dioxane in EtOH in analogy to the procedure described in example 250b)] was reacted with 4-chloro-3,5-diethoxy-benzaldehyde (example 219), sodium cyanoborohydride, N-ethyl-diisopropylamine and acet... The reactants are C(C1=CC=CC=C1)OC=1C=C(C=CC1OCC1=CC=CC=C1)CC(CCCCCCCC)O (1-(3,4-dibenzyloxyphenyl)-2-decanol). The reagents and catalysts are [C].[Pd] (palladium-carbon). Run in C(C)O (ethanol). Yields the product OC=1C=C(C=CC1O)CC(CCCCCCCC)O (1-(3,4-dihydroxyphenyl)-2-decanol). Yield: 93.9%. RXN SMILES: C([O:8][C:9]1[CH:10]=[C:11]([CH2:23][CH:24]([OH:33])[CH2:25][CH2:26][CH2:27][CH2:28][CH2:29][CH2:30][CH2:31][CH3:32])[CH:12]=[CH:13][C:14]=1[O:15]CC1C=CC=CC=1)C1C=CC=CC=1>C(O)C.[C].[Pd]>[OH:8][C:9]1[CH:10]=[C:11]([CH2:23][CH:24]([OH:33])[CH2:25][CH2:26][CH2:27][CH2:28][CH2:29][CH2:30][CH2:31][CH3:32])[CH:12]=[CH:13][C:14]=1[OH:15] |f:2.3|. Reported procedure: In 10 ml of ethanol was dissolved 0.5 g of 1-(3,4-dibenzyloxyphenyl)-2-decanol and the compound was catalytically reduced using 0.2 g of 10% palladium-carbon at room temperature and under atomospheric until the absorption of hydrogen stopped. After the reaction was over, the catalyst was filtered off and the filtrate was concentrated under reduced pressure to provide 0.28 g of 1-(3,4-dihydroxyphenyl)-2-decanol. Oily product. Reactants: S(=O)(=O)(OC)OC (dimethyl sulfate), aqueous solution, [K] (potassium), ON=C(C#N)C1=C(C=CC=C1)COC1=C(C=CC(=C1)C)C (α-hydroxyimino-2-(2,5-dimethylphenoxymethyl)phenylacetonitrile). The reagents and catalysts are [Br-].C(CCC)[N+](CCCC)(CCCC)CCCC (tetra-n-butylammonium bromide). Run in C1(=CC=CC=C1)C (toluene). Conditions: time 1.5 hour. Product: CON=C(C#N)C1=C(C=CC=C1)COC1=C(C=CC(=C1)C)C (α-methoxyimino-2-(2,5-dimethylphenoxymethyl)phenylacetonitrile). The yield is 4.7%. Reaction SMILES: S(OC)(O[CH3:5])(=O)=O.[K].[OH:9][N:10]=[C:11]([C:14]1[CH:19]=[CH:18][CH:17]=[CH:16][C:15]=1[CH2:20][O:21][C:22]1[CH:27]=[C:26]([CH3:28])[CH:25]=[CH:24][C:23]=1[CH3:29])[C:12]#[N:13]>[Br-].C([N+](CCCC)(CCCC)CCCC)CCC.C1(C)C=CC=CC=1>[CH3:5][O:9][N:10]=[C:11]([C:14]1[CH:19]=[CH:18][CH:17]=[CH:16][C:15]=1[CH2:20][O:21][C:22]1[CH:27]=[C:26]([CH3:28])[CH:25]=[CH:24][C:23]=1[CH3:29])[C:12]#[N:13] |f:3.4,^1:7|. Procedure details: To a mixture of 924 g of toluene and 13.6 g (0.042 mol) of tetra-n-butylammonium bromide were simultaneously added dropwise 127 g (1.01 mol) of dimethyl sulfate and 1460 g of an aqueous solution containing 268 g (0.84 mol, E/Z=19/81) of the potassium salt of α-hydroxyimino-2-(2,5-dimethylphenoxymethyl)phenylacetonitrile produced in accordance with Example 3-(2) over 5 hours while keeping at 20°-25° C., and the reaction was subsequently allowed to proceed at the same temperature for 1.5 hours. Th...